describe an organic reaction: reactants, conditions, products, and yield From a dataset of the Open Reaction Database (ORD), a public repository of structured organic reaction records. The reactants are CC(C)(C)c1nc2ccc(I)cn2n1, C#Cc1ccccc1. The product is CC(C)(C)c1nc2ccc(C#Cc3ccccc3)cn2n1. RXN SMILES: [C:1]([CH3:2])([CH3:3])([CH3:4])[c:5]1[n:6][n:7]2[c:8]([cH:9][cH:10][c:11]([I:13])[cH:12]2)[n:14]1.[c:15]1([C:21]#[CH:22])[cH:16][cH:17][cH:18][cH:19][cH:20]1>>[C:1]([CH3:2])([CH3:3])([CH3:4])[c:5]1[n:6][n:7]2[c:8]([cH:9][cH:10][c:11]([C:22]#[C:21][c:15]3[cH:16][cH:17][cH:18][cH:19][cH:20]3)[cH:12]2)[n:14]1. Reactants: Cl.Cl.C1=CN=C2N1C1=C(CCC2N)C=CC=C1 (5,6-dihydro-4H-imidazo[1,2-a][1]benzazepin-4-amine dihydrochloride), [NH4+].[OH-] (NH4OH). Run in O (water). Run at temperature 5 celsius, time 8 hour. The product is C1=CN=C2N1C1=C(CCC2N)C=CC=C1 (5,6-dihydro-4H-imidazo[1,2-a][1]benzazepin-4-amine). Reaction SMILES: Cl.Cl.[CH:3]1[N:7]2[C:8]3[CH:17]=[CH:16][CH:15]=[CH:14][C:9]=3[CH2:10][CH2:11][CH:12]([NH2:13])[C:6]2=[N:5][CH:4]=1.[NH4+].[OH-]>O>[CH:3]1[N:7]2[C:8]3[CH:17]=[CH:16][CH:15]=[CH:14][C:9]=3[CH2:10][CH2:11][CH:12]([NH2:13])[C:6]2=[N:5][CH:4]=1 |f:0.1.2,3.4|. Reported procedure: Charge a reactor with 35.9 kg of 5,6-dihydro-4H-imidazo[1,2-a][1]benzazepin-4-amine dihydrochloride and 453 ml of water. Add 29.7 L of NH4OH 25% slowly within 30 minutes maintaining the temperature below 25° C. After the addition, the pH is 9 and is a clear brown solution. Crystallization is induced by adding 31.5 grams of seeds at 22° C. Stir the suspension for 8 hrs and cool to 5° C. Filter and wash the filter cake with 54 L of cold water and dry the resulting filter cake in the filter using N... Reactants: COC1=CC=C(CN2C=CC=3C(=C(C=NC3C2=O)CCl)Cl)C=C1 (7-(4-methoxybenzyl)-4-chloro-3-(chloromethyl)-1,7-naphthyridin-8(7H)-one). Reagents/catalysts: [Ni] (Raney Nickel), catalyst. Solvent: O (H2O), C(C)O (ethanol), CCO (EtOH). Run at time 30 minute. The product is COC1=CC=C(CN2C=CC=3C(=C(C=NC3C2=O)C)Cl)C=C1 (7-(4-methoxybenzyl)-4-chloro-3-methyl-1,7-naphthyridin-8(7H)-one). RXN SMILES: [CH3:1][O:2][C:3]1[CH:23]=[CH:22][C:6]([CH2:7][N:8]2[C:17](=[O:18])[C:16]3[N:15]=[CH:14][C:13]([CH2:19]Cl)=[C:12]([Cl:21])[C:11]=3[CH:10]=[CH:9]2)=[CH:5][CH:4]=1>[Ni].O.C(O)C>[CH3:1][O:2][C:3]1[CH:4]=[CH:5][C:6]([CH2:7][N:8]2[C:17](=[O:18])[C:16]3[N:15]=[CH:14][C:13]([CH3:19])=[C:12]([Cl:21])[C:11]=3[CH:10]=[CH:9]2)=[CH:22][CH:23]=1. Reported procedure: Raney Nickel 2800, slurry in H2O, active catalyst (2.5 g, 43 mmol) (wet weight) was rinsed off with ethanol and added to a suspension of 7-(4-methoxybenzyl)-4-chloro-3-(chloromethyl)-1,7-naphthyridin-8(7H)-one (1.00 g, 2.9 mmol) in 50 ml of EtOH. The reaction was stirred at RT for 30 min and then filtered off through a small pad of celite. The filtrate was concentrated under reduced pressure to give 7-(4-methoxybenzyl)-4-chloro-3-methyl-1,7-naphthyridin-8(7H)-one as a clear film. MS (M+H)+ 315.